This data is from the Open Reaction Database (ORD), a public repository of structured organic reaction records. The task is: describe an organic reaction: reactants, conditions, products, and yield The reactants are BrC1=CC=C(C=C1)C1=CC=C(C=C1)O (4-bromo-4'-hydroxybiphenyl), C(C)(C)Br (isopropyl bromide), C([O-])([O-])=O.[K+].[K+] (potassium carbonate). Solvent: CN(C)C=O (N,N'-dimethylformamide). The product is BrC1=CC=C(C=C1)C1=CC=C(C=C1)OC(C)C (4-bromo-4'-(isopropoxy)biphenyl). The yield is 77.0%. Reaction SMILES: [Br:1][C:2]1[CH:7]=[CH:6][C:5]([C:8]2[CH:13]=[CH:12][C:11]([OH:14])=[CH:10][CH:9]=2)=[CH:4][CH:3]=1.[CH:15](Br)([CH3:17])[CH3:16].C(=O)([O-])[O-].[K+].[K+]>CN(C=O)C>[Br:1][C:2]1[CH:3]=[CH:4][C:5]([C:8]2[CH:13]=[CH:12][C:11]([O:14][CH:15]([CH3:17])[CH3:16])=[CH:10][CH:9]=2)=[CH:6][CH:7]=1 |f:2.3.4|. Procedure details: 20 g of 4-bromo-4'-hydroxybiphenyl, 12 g of isopropyl bromide, 45 g of potassium carbonate and 200 ml of N,N'-dimethylformamide are reacted in an analogous manner to Example 1(a) to give 18 g of 4-bromo-4'-(isopropoxy)biphenyl. Starting materials: C1CCOC1, CI, [H-], [Na+], CC(C)(C)OC(=O)NC(CCO)c1ccccc1. Product: COCCC(NC(=O)OC(C)(C)C)c1ccccc1. Reaction SMILES: [CH2:23]1[O:24][CH2:25][CH2:26][CH2:27]1.[CH3:21][I:22].[H-:20].[Na+:19].[OH:1][CH2:2][CH2:3][CH:4]([c:5]1[cH:6][cH:7][cH:8][cH:9][cH:10]1)[NH:11][C:12]([O:13][C:14]([CH3:15])([CH3:16])[CH3:17])=[O:18]>>[O:1]([CH2:2][CH2:3][CH:4]([c:5]1[cH:6][cH:7][cH:8][cH:9][cH:10]1)[NH:11][C:12]([O:13][C:14]([CH3:15])([CH3:16])[CH3:17])=[O:18])[CH3:21]. The reactants are S([O-])(O)=O.[Na+] (sodium bisulfite), BrBr (Bromine), C(#N)C1=NN(C(=C1)CC(C)(C)NC(OC(C)(C)C)=O)CCOC (tert-butyl 2-[3-cyano-1-(2-methoxyethyl)-1H-pyrazol-5-yl]-1,1-dimethylethylcarbamate), C(C)(=O)[O-].[K+] (potassium acetate). Solvent: C(C)(=O)O (acetic acid). Reaction conditions: time 9 hour. The product is BrC=1C(=NN(C1CC(C)(C)NC(OC(C)(C)C)=O)CCOC)C#N (tert-butyl 2-[4-bromo-3-cyano-1-(2-methoxyethyl)-1H-pyrazol-5-yl]-1,1-dimethylethylcarbamate). Isolated yield 91.8%. RXN SMILES: [Br:1]Br.[C:3]([C:5]1[CH:9]=[C:8]([CH2:10][C:11]([NH:14][C:15](=[O:21])[O:16][C:17]([CH3:20])([CH3:19])[CH3:18])([CH3:13])[CH3:12])[N:7]([CH2:22][CH2:23][O:24][CH3:25])[N:6]=1)#[N:4].C([O-])(=O)C.[K+].S(=O)(O)[O-].[Na+]>C(O)(=O)C>[Br:1][C:9]1[C:5]([C:3]#[N:4])=[N:6][N:7]([CH2:22][CH2:23][O:24][CH3:25])[C:8]=1[CH2:10][C:11]([NH:14][C:15](=[O:21])[O:16][C:17]([CH3:18])([CH3:19])[CH3:20])([CH3:13])[CH3:12] |f:2.3,4.5|. Procedure: Bromine (19.5 g, 122 mmol) was added in a single portion to a solution of tert-butyl 2-[3-cyano-1-(2-methoxyethyl)-1H-pyrazol-5-yl]-1,1-dimethylethylcarbamate (28.07 g, 87.1 mmol) and potassium acetate (12.8 g, 131 mmol) in acetic acid (174.2 mL). After 16 hours saturated aqueous sodium bisulfite was added until the reaction mixture was colorless. The acetic acid was removed under reduced pressure at about 30° C. The residue was made basic with 2 M sodium carbonate and then extracted with tert-b...